Dataset: the Open Reaction Database (ORD), a public repository of structured organic reaction records. Task: describe an organic reaction: reactants, conditions, products, and yield Starting materials: C1(=CC=CC=C1)C=1SC=CC1 (2-Phenylthiophene), BrC=1C=CC(=C(C=O)C1)F (5-bromo-2-fluorobenzaldehyde). The product is BrC=1C=CC(=C(C1)CC=1SC(=CC1)C1=CC=CC=C1)F (5-Bromo-2-fluoro-1-(5-phenyl-2-thienylmethyl)benzene). As a reaction SMILES: [C:1]1([C:7]2[S:8][CH:9]=[CH:10][CH:11]=2)[CH:6]=[CH:5][CH:4]=[CH:3][CH:2]=1.[Br:12][C:13]1[CH:14]=[CH:15][C:16]([F:21])=[C:17]([CH:20]=1)[CH:18]=O>>[Br:12][C:13]1[CH:14]=[CH:15][C:16]([F:21])=[C:17]([CH2:18][C:9]2[S:8][C:7]([C:1]3[CH:2]=[CH:3][CH:4]=[CH:5][CH:6]=3)=[CH:11][CH:10]=2)[CH:20]=1. Procedure details: 2-Phenylthiophene and 5-bromo-2-fluorobenzaldehyde were treated in a manner similar to Reference Example 7 to give the target compound. APCI-Mass m/Z 347/349 (M+H). Starting materials: COC([C@H](CCOC1=CC=CC=C1)N)=O ((S)-2-amino-4-phenoxy-butyric acid methyl ester), [H-].[Al+3].[Li+].[H-].[H-].[H-] (lithium aluminum hydride), [OH-].[Na+] (Sodium hydroxide). Run in O1CCCC1 (tetrahydrofuran), O1CCCC1 (tetrahydrofuran). Conditions: temperature 50 celsius, time 2 hour. The product is N[C@H](CO)CCOC1=CC=CC=C1 ((S)-2-Amino-4-phenoxy-butan-1-ol). As a reaction SMILES: [H-].[Al+3].[Li+].[H-].[H-].[H-].C[O:8][C:9](=O)[C@@H:10]([NH2:20])[CH2:11][CH2:12][O:13][C:14]1[CH:19]=[CH:18][CH:17]=[CH:16][CH:15]=1.[OH-].[Na+]>O1CCCC1>[NH2:20][C@@H:10]([CH2:11][CH2:12][O:13][C:14]1[CH:19]=[CH:18][CH:17]=[CH:16][CH:15]=1)[CH2:9][OH:8] |f:0.1.2.3.4.5,7.8|. Reported procedure: To a suspension of lithium aluminum hydride (282 mg) in tetrahydrofuran (4 ml) was added a solution of (S)-2-amino-4-phenoxy-butyric acid methyl ester (778 mg) in tetrahydrofuran (3 ml) and the mixture was stirred for 2 hours at 50° C. Sodium hydroxide solution (4N) was added until gas evolution ceased and the suspension was filtered through Celite. The solvent was evaporated and the residue was purified by chromatography (column: Isolute® Flash-NH2 from Separtis; eluent: ethyl acetate/MeOH=98:2... The reactants are COCCOC, O=Cc1ccc(B(O)O)cc1, COc1c(-c2ccccc2)c(Cl)nc2ccnn12, ClCCl, [Na+], [Na+], O=C([O-])[O-], O. Yields the product COc1c(-c2ccccc2)c(-c2ccc(C=O)cc2)nc2ccnn12. RXN SMILES: [CH3:36][O:37][CH2:38][CH2:39][O:40][CH3:41].[CH:19](=[O:20])[c:21]1[cH:22][cH:23][c:24]([B:27]([OH:28])[OH:29])[cH:25][cH:26]1.[Cl:1][c:2]1[n:3][c:4]2[n:5]([c:6]([O:14][CH3:15])[c:7]1-[c:8]1[cH:9][cH:10][cH:11][cH:12][cH:13]1)[n:16][cH:17][cH:18]2.[Cl:43][CH2:44][Cl:45].[Na+:30].[Na+:31].[O-:32][C:33](=[O:34])[O-:35].[OH2:42]>>[c:2]1(-[c:24]2[cH:23][cH:22][c:21]([CH:19]=[O:20])[cH:26][cH:25]2)[n:3][c:4]2[n:5]([c:6]([O:14][CH3:15])[c:7]1-[c:8]1[cH:9][cH:10][cH:11][cH:12][cH:13]1)[n:16][cH:17][cH:18]2. Reactants: OC1=NOC(=C1)C (3-hydroxy-5-methylisoxazole), C(CCCCCCCCCCCCC)Br (tetradecyl bromide), 26(b), C(CCC)[Li] (butyllithium), C(C)(C)NC(C)C (diisopropylamine). The solvent is CCCCCC (hexane), O1CCCC1 (tetrahydrofuran), O1CCCC1 (tetrahydrofuran), CCCCCC (hexane). Conditions: time 15 minute. The product is OC1=NOC(=C1)CCCCCCCCCCCCCCC (3-Hydroxy-5-pentadecylisoxazole). The yield is 65.4%. RXN SMILES: C([Li])CCC.C(NC(C)C)(C)C.[OH:13][C:14]1[CH:18]=[C:17]([CH3:19])[O:16][N:15]=1.[CH2:20](Br)[CH2:21][CH2:22][CH2:23][CH2:24][CH2:25][CH2:26][CH2:27][CH2:28][CH2:29][CH2:30][CH2:31][CH2:32][CH3:33]>O1CCCC1.CCCCCC>[OH:13][C:14]1[CH:18]=[C:17]([CH2:19][CH2:33][CH2:32][CH2:31][CH2:30][CH2:29][CH2:28][CH2:27][CH2:26][CH2:25][CH2:24][CH2:23][CH2:22][CH2:21][CH3:20])[O:16][N:15]=1. Procedure details: 26(b) 69.1 ml of a 15.13% w/w hexane solution of butyllithium was added dropwise to a solution of 15.42 ml of diisopropylamine in 500 ml of tetrahydrofuran at -10° to -15° C., and the mixture was stirred at the same temperature for 15 minutes. To it was added dropwise a solution of 4.95 g of 3-hydroxy-5-methylisoxazole dissolved in 50 ml of tetrahydrofuran at -10° C., and the mixture was stirred at the same temperature for 30 minutes. It was then cooled to -55° C. after which 41.6 g of tetradecy... Starting materials: C1(=CC=CC=C1)O (phenol), CC(=O)C (acetone). Yields the product CC(=C)C1=CC=CC=C1 (AMS), CC(C1=CC=CC=C1)(C)O (dimethylbenzyl alcohol). As a reaction SMILES: [C:1]1(O)[CH:6]=[CH:5][CH:4]=[CH:3][CH:2]=1.[CH3:8][C:9]([CH3:11])=[O:10]>>[CH3:11][C:9]([C:1]1[CH:6]=[CH:5][CH:4]=[CH:3][CH:2]=1)=[CH2:8].[CH3:8][C:9]([OH:10])([CH3:11])[C:1]1[CH:6]=[CH:5][CH:4]=[CH:3][CH:2]=1. Reported procedure: Substantial quantities of α-methyl styrene (AMS) are produced as a byproduct in the cumene-phenol peroxidation process. Purified cumene is oxidized to form cumene hydroperoxide (CHP) which is then cleaved to phenol and acetone. A small amount of AMS is produced as a byproduct from the decomposition of dimethylbenzyl alcohol which is also formed with CHP in the oxidation step. The AMS can either be recovered as a byproduct or hydrogenated to cumene and recycled to the phenol process. Since the ma... The reactants are CS(=O)(=O)Cl, Cc1ccc(C(Cl)=NO)cc1, c1ccccc1. The product is Cc1ccc(C(Cl)=NOS(C)(=O)=O)cc1. As a reaction SMILES: [CH3:12][S:13]([Cl:14])(=[O:15])=[O:16].[CH3:1][c:2]1[cH:3][cH:4][c:5]([C:6](=[N:7][OH:8])[Cl:9])[cH:10][cH:11]1.[cH:17]1[cH:18][cH:19][cH:20][cH:21][cH:22]1>>[CH3:1][c:2]1[cH:3][cH:4][c:5]([C:6](=[N:7][O:8][S:13]([CH3:12])(=[O:15])=[O:16])[Cl:9])[cH:10][cH:11]1.